This data is from the Open Reaction Database (ORD), a public repository of structured organic reaction records. The task is: describe an organic reaction: reactants, conditions, products, and yield The reactants are I(=O)(=O)(=O)[O-].[Na+] (sodium periodate), FC1=CC=C(C=C1)N1C=C(C(C2=CC(=CC=C12)C=C)=O)C(=O)N (1-(4-Fluorophenyl)-4-oxo-6-vinyl-1,4-dihydroquinoline-3-carboxamide), CC(=O)C.O (acetone water), N-oxide-4-methylmorpholine. The reagents and catalysts are [Os](=O)(=O)(=O)=O (osmium tetroxide). Solvent: CCOC(=O)C (EtOAc). Run at time 1 hour. Product: FC1=CC=C(C=C1)N1C=C(C(C2=CC(=CC=C12)C=O)=O)C(=O)N (1-(4-Fluorophenyl)-6-formyl-4-oxo-1,4-dihydroquinoline-3-carboxamide). Isolated yield 94.0%. RXN SMILES: [F:1][C:2]1[CH:7]=[CH:6][C:5]([N:8]2[C:17]3[C:12](=[CH:13][C:14]([CH:18]=C)=[CH:15][CH:16]=3)[C:11](=[O:20])[C:10]([C:21]([NH2:23])=[O:22])=[CH:9]2)=[CH:4][CH:3]=1.CC(C)=[O:26].O.I([O-])(=O)(=O)=O.[Na+]>CCOC(C)=O.[Os](=O)(=O)(=O)=O>[F:1][C:2]1[CH:3]=[CH:4][C:5]([N:8]2[C:17]3[C:12](=[CH:13][C:14]([CH:18]=[O:26])=[CH:15][CH:16]=3)[C:11](=[O:20])[C:10]([C:21]([NH2:23])=[O:22])=[CH:9]2)=[CH:6][CH:7]=1 |f:1.2,3.4|. Procedure details: To a solution of compound F (385 mg, 1.25 mmol) in 3:1 acetone/water (8 mL) was added N-oxide-4-methylmorpholine (220 mg, 1.87 mmol) and osmium tetroxide (254 μL, 0.025 mmol). After the reaction stirred for one hour, sodium periodate (294 mg, 1.37 mmol) was added. After another two hours, the reaction was diluted with EtOAc and washed well with a 10% NaS2O3 solution. The organic layer was dried (MgSO4), filtered and concentrated in vacuo to give 365 mg (94%) of the title compound that was used w... Starting materials: Cl (hydrochloric acid), O.[OH-].[Li+] (Lithium hydroxide monohydrate), C1(=CC=CC=C1)/C(/CCC(=O)OC)=N/OCC1=CC=C(C=C1)OCC=1N=C(OC1)C1=CC=CC=C1 (methyl E-4-phenyl-4-[4-(2-phenyl-4-oxazolylmethoxy)benzyloxyimino]butyrate), O (water). The solvent is O1CCCC1 (tetrahydrofuran), CO (methanol). Conditions: time 2 hour. The product is C1(=CC=CC=C1)/C(/CCC(=O)O)=N/OCC1=CC=C(C=C1)OCC=1N=C(OC1)C1=CC=CC=C1 (E-4-phenyl-4-[4-(2-phenyl-4-oxazolylmethoxy)benzyloxyimino]butyric acid). Yield: 87.2%. Reaction SMILES: O.[OH-].[Li+].[C:4]1(/[C:10](=[N:17]/[O:18][CH2:19][C:20]2[CH:25]=[CH:24][C:23]([O:26][CH2:27][C:28]3[N:29]=[C:30]([C:33]4[CH:38]=[CH:37][CH:36]=[CH:35][CH:34]=4)[O:31][CH:32]=3)=[CH:22][CH:21]=2)/[CH2:11][CH2:12][C:13]([O:15]C)=[O:14])[CH:9]=[CH:8][CH:7]=[CH:6][CH:5]=1.O.Cl>O1CCCC1.CO>[C:4]1(/[C:10](=[N:17]/[O:18][CH2:19][C:20]2[CH:25]=[CH:24][C:23]([O:26][CH2:27][C:28]3[N:29]=[C:30]([C:33]4[CH:34]=[CH:35][CH:36]=[CH:37][CH:38]=4)[O:31][CH:32]=3)=[CH:22][CH:21]=2)/[CH2:11][CH2:12][C:13]([OH:15])=[O:14])[CH:9]=[CH:8][CH:7]=[CH:6][CH:5]=1 |f:0.1.2|. Reported procedure: Lithium hydroxide monohydrate (49.9 mg) was added to a solution of methyl E-4-phenyl-4-[4-(2-phenyl-4-oxazolylmethoxy)benzyloxyimino]butyrate (280 mg) in tetrahydrofuran (6 ml)-water (4 ml)-methanol (4 ml) and stirred at room temperature for 2 hours. 1N hydrochloric acid (1.3 ml) was added to the reaction mixture and extracted with ethyl acetate. The ethyl acetate layer was washed with an aqueous saturated solution of sodium chloride, dried (MgSO4) and concentrated. The residue was recrystallize... The reactants are Cc1cc(C)cc(Br)c1, CCN(CC)C(=O)c1ccccc1O, CCCCCCCCCCCC, CCOC(C)=O, [Cu]I, [K+], [K+], [K+], [NH4+], [OH-], O, O=P([O-])([O-])[O-], c1ccc2[nH]ccc2c1. Yields the product Cc1cc(C)cc(-n2ccc3ccccc32)c1. Reaction SMILES: [Br:32][c:33]1[cH:34][c:35]([CH3:40])[cH:36][c:37]([CH3:39])[cH:38]1.[CH2:1]([N:2]([CH2:3][CH3:4])[C:5](=[O:6])[c:7]1[c:8]([OH:13])[cH:9][cH:10][cH:11][cH:12]1)[CH3:14].[CH3:43][CH2:44][CH2:45][CH2:46][CH2:47][CH2:48][CH2:49][CH2:50][CH2:51][CH2:52][CH2:53][CH3:54].[CH3:58][CH2:59][O:60][C:61](=[O:62])[CH3:63].[Cu:55][I:56].[K+:29].[K+:30].[K+:31].[NH4+:41].[OH-:42].[OH2:57].[P:24]([O-:25])([O-:26])([O-:27])=[O:28].[nH:15]1[cH:16][cH:17][c:18]2[cH:19][cH:20][cH:21][cH:22][c:23]12>>[n:15]1(-[c:33]2[cH:34][c:35]([CH3:40])[cH:36][c:37]([CH3:39])[cH:38]2)[cH:16][cH:17][c:18]2[cH:19][cH:20][cH:21][cH:22][c:23]12. Starting materials: C(C)OC([C@@H](CN(NC(=O)C1=CC(=NO1)O)CC1=CC=C(C=C1)C1=CC(=CC=C1)Cl)O)=O ((R)-3-[N-(3′-Chlorobiphenyl-4-ylmethyl)-N′-(3-hydroxy-isoxazole-5-carbonyl)-hydrazino]-2-hydroxy-propionic acid ethyl ester), C(C)(C)O (isopropyl alcohol), Cl (HCl), O1CCOCC1 (dioxane). Conditions: time 18 hour. The product is C(C)(C)OC([C@@H](CN(NC(=O)C1=CC(=NO1)O)CC1=CC=C(C=C1)C1=CC(=CC=C1)Cl)O)=O ((R)-3-[N-(3′-Chlorobiphenyl-4-ylmethyl)-N′-(3-hydroxyisoxazole-5-carbonyl)-hydrazino]-2-hydroxypropionic Acid Isopropyl Ester). Yield: 7.7%. Reaction SMILES: [CH2:1]([O:3][C:4](=[O:32])[C@H:5]([OH:31])[CH2:6][N:7]([CH2:17][C:18]1[CH:23]=[CH:22][C:21]([C:24]2[CH:29]=[CH:28][CH:27]=[C:26]([Cl:30])[CH:25]=2)=[CH:20][CH:19]=1)[NH:8][C:9]([C:11]1[O:15][N:14]=[C:13]([OH:16])[CH:12]=1)=[O:10])[CH3:2].[CH:33](O)(C)C.Cl.O1CCOCC1>>[CH:1]([O:3][C:4](=[O:32])[C@H:5]([OH:31])[CH2:6][N:7]([CH2:17][C:18]1[CH:23]=[CH:22][C:21]([C:24]2[CH:29]=[CH:28][CH:27]=[C:26]([Cl:30])[CH:25]=2)=[CH:20][CH:19]=1)[NH:8][C:9]([C:11]1[O:15][N:14]=[C:13]([OH:16])[CH:12]=1)=[O:10])([CH3:33])[CH3:2]. Procedure details: (R)-3-[N-(3′-Chlorobiphenyl-4-ylmethyl)-N′-(3-hydroxy-isoxazole-5-carbonyl)-hydrazino]-2-hydroxy-propionic acid ethyl ester (1.4 g, 3.0 mmol) was dissolved in isopropyl alcohol (20 mL, 0.2 mol) and 4 M HCl in dioxane (9 mL, 40 mmol) was added. The mixture was stirred at room temperature overnight (18 hours). The mixture was warmed to 60° C. for 1 hour, then cooled back to room temperature and stirred for 2 hours. The mixture was concentrated and purified (Interchim C18 reverse phase chromatograp... The reactants are C(C)OC(=O)C1(CCNCC1)CCOC (4-(2-methoxy-ethyl)-piperidine-4-carboxylic acid ethyl ester), FC(OC1=C(C=CC=C1)S(=O)(=O)Cl)(F)F (2-trifluoromethoxy-benzenesulfonyl chloride), COCCOC1=CC=C(C=C1)N (4-(2-methoxy-ethoxy)-phenylamine). The product is COCCOC1=CC=C(C=C1)N1C(C2(CC1)CCN(CC2)S(=O)(=O)C2=C(C=CC=C2)OC(F)(F)F)=O (2-[4-(2-Methoxy-ethoxy)-phenyl]-8-(2-trifluoromethoxy-benzenesulfonyl)-2,8-diaza-spiro[4.5]decan-1-one). RXN SMILES: C(O[C:4]([C:6]1([CH2:12][CH2:13]OC)[CH2:11][CH2:10][NH:9][CH2:8][CH2:7]1)=[O:5])C.[F:16][C:17]([F:30])([F:29])[O:18][C:19]1[CH:24]=[CH:23][CH:22]=[CH:21][C:20]=1[S:25](Cl)(=[O:27])=[O:26].[CH3:31][O:32][CH2:33][CH2:34][O:35][C:36]1[CH:41]=[CH:40][C:39]([NH2:42])=[CH:38][CH:37]=1>>[CH3:31][O:32][CH2:33][CH2:34][O:35][C:36]1[CH:41]=[CH:40][C:39]([N:42]2[CH2:13][CH2:12][C:6]3([CH2:7][CH2:8][N:9]([S:25]([C:20]4[CH:21]=[CH:22][CH:23]=[CH:24][C:19]=4[O:18][C:17]([F:30])([F:29])[F:16])(=[O:27])=[O:26])[CH2:10][CH2:11]3)[C:4]2=[O:5])=[CH:38][CH:37]=1. Procedure details: Light brown solid. MS (ESI): 529.16 (MH+). This example was prepared in analogy to example 1 step C) to D) from 4-(2-methoxy-ethyl)-piperidine-4-carboxylic acid ethyl ester (example 1 step B)), 2-trifluoromethoxy-benzenesulfonyl chloride and 4-(2-methoxy-ethoxy)-phenylamine. Starting materials: CC#N, CC(C)N1CC2N(C(=O)C(NC(=O)C3CCN(C(=O)OCc4ccccc4)CC3)CN2S(=O)(=O)c2ccc(Cl)cc2Cl)C(Cc2ccc(Cl)cc2)C1=O, C[Si](C)(C)I. Yields the product CC(C)N1CC2N(C(=O)C(NC(=O)C3CCNCC3)CN2S(=O)(=O)c2ccc(Cl)cc2Cl)C(Cc2ccc(Cl)cc2)C1=O. RXN SMILES: [CH3:59][C:60]#[N:61].[Cl:6][c:7]1[cH:8][cH:9][c:10]([CH2:11][CH:12]2[C:13](=[O:56])[N:14]([CH:53]([CH3:54])[CH3:55])[CH2:15][CH:16]3[N:17]2[C:18](=[O:52])[CH:19]([NH:33][C:34](=[O:35])[CH:36]2[CH2:37][CH2:38][N:39]([C:42]([O:43][CH2:44][c:45]4[cH:46][cH:47][cH:48][cH:49][cH:50]4)=[O:51])[CH2:40][CH2:41]2)[CH2:20][N:21]3[S:22](=[O:23])(=[O:24])[c:25]2[c:26]([Cl:32])[cH:27][c:28]([Cl:31])[cH:29][cH:30]2)[cH:57][cH:58]1.[I:1][Si:2]([CH3:3])([CH3:4])[CH3:5]>>[Cl:6][c:7]1[cH:8][cH:9][c:10]([CH2:11][CH:12]2[C:13](=[O:56])[N:14]([CH:53]([CH3:54])[CH3:55])[CH2:15][CH:16]3[N:17]2[C:18](=[O:52])[CH:19]([NH:33][C:34](=[O:35])[CH:36]2[CH2:37][CH2:38][NH:39][CH2:40][CH2:41]2)[CH2:20][N:21]3[S:22](=[O:23])(=[O:24])[c:25]2[c:26]([Cl:32])[cH:27][c:28]([Cl:31])[cH:29][cH:30]2)[cH:57][cH:58]1. Product: CCOC(=O)c1cc(N)cc2c1OC(C)(C)C2. Starting materials: CCOC(=O)c1cc([N+](=O)[O-])cc2c1OC(C)(C)C2, CCO, [H][H]. As a reaction SMILES: [CH3:1][C:2]1([CH3:19])[O:3][c:4]2[c:5]([cH:7][c:8]([N+:16]([O-:17])=[O:18])[cH:9][c:10]2[C:11](=[O:12])[O:13][CH2:14][CH3:15])[CH2:6]1.[CH3:22][CH2:23][OH:24].[H:20][H:21]>>[CH3:1][C:2]1([CH3:19])[O:3][c:4]2[c:5]([cH:7][c:8]([NH2:16])[cH:9][c:10]2[C:11](=[O:12])[O:13][CH2:14][CH3:15])[CH2:6]1. Starting materials: ClCCCOc1ccc(C=Cc2nc3ccccc3s2)cc1, Cl, c1c[nH]cn1. The product is C(=Cc1nc2ccccc2s1)c1ccc(OCCCn2ccnc2)cc1. As a reaction SMILES: [Cl:1][CH2:2][CH2:3][CH2:4][O:5][c:6]1[cH:7][cH:8][c:9]([CH:12]=[CH:13][c:14]2[s:15][c:16]3[c:17]([n:18]2)[cH:19][cH:20][cH:21][cH:22]3)[cH:10][cH:11]1.[ClH:28].[nH:23]1[cH:24][n:25][cH:26][cH:27]1>>[CH2:2]([CH2:3][CH2:4][O:5][c:6]1[cH:7][cH:8][c:9]([CH:12]=[CH:13][c:14]2[s:15][c:16]3[c:17]([n:18]2)[cH:19][cH:20][cH:21][cH:22]3)[cH:10][cH:11]1)[n:23]1[cH:24][n:25][cH:26][cH:27]1. Starting materials: BrCCCCCCCCCCCCO (12-Bromododecan-1-ol), N(=NC(=O)OC(C)C)C(=O)OC(C)C (diisopropyl azo dicarboxylate), C1(=CC=CC=C1)P(C1=CC=CC=C1)C1=CC=CC=C1 (triphenylphosphine), C1(C=2C(C(N1)=O)=CC=CC2)=O (phthalimide). The solvent is O1CCCC1 (tetrahydrofuran). Yields the product BrCCCCCCCCCCCCN1C(C=2C(C1=O)=CC=CC2)=O (N-(12-Bromododecyl)phthalimide). Isolated yield 93.0%. RXN SMILES: [Br:1][CH2:2][CH2:3][CH2:4][CH2:5][CH2:6][CH2:7][CH2:8][CH2:9][CH2:10][CH2:11][CH2:12][CH2:13]O.C1(P(C2C=CC=CC=2)C2C=CC=CC=2)C=CC=CC=1.[C:34]1(=[O:44])[NH:38][C:37](=[O:39])[C:36]2=[CH:40][CH:41]=[CH:42][CH:43]=[C:35]12.N(C(OC(C)C)=O)=NC(OC(C)C)=O>O1CCCC1>[Br:1][CH2:2][CH2:3][CH2:4][CH2:5][CH2:6][CH2:7][CH2:8][CH2:9][CH2:10][CH2:11][CH2:12][CH2:13][N:38]1[C:37](=[O:39])[C:36]2=[CH:40][CH:41]=[CH:42][CH:43]=[C:35]2[C:34]1=[O:44]. Procedure details: Following general procedure A, 70.0 mmol (18.6 g) of 12-Bromododecan-1-ol, 77.0 mmol (20.2 g) of triphenylphosphine, 77.0 mmol (11.3 g) of phthalimide and 77.0 mmol (16.1 mL) of diisopropyl azo dicarboxylate were reacted in 350 mL of tetrahydrofuran for 2.5 h and the mixture was processed accordingly. The crude product was purified by column chromatography (cyclohexane/ethyl acetate 9:1). Yield 93%. Reactants: C1CCOC1, CC12CCC3C(CC(=O)C4CC(=O)CCC43C)C1CCC2=O, [Cl-], Cl, Cl, NOC1CCNC1, [Na+], O. Yields the product Cl, CC12CCC3C(CC(=O)C4CC(=NOC5CCNC5)CCC43C)C1CCC2=O. RXN SMILES: [CH2:35]1[O:36][CH2:37][CH2:38][CH2:39]1.[CH3:10][C:11]12[C:12](=[O:31])[CH2:13][CH2:14][CH:15]1[CH:16]1[CH2:17][C:18](=[O:30])[CH:19]3[CH2:20][C:21](=[O:29])[CH2:22][CH2:23][C:24]3([CH3:25])[CH:26]1[CH2:27][CH2:28]2.[Cl-:33].[ClH:1].[ClH:2].[NH:3]1[CH2:4][CH:5]([O:8][NH2:9])[CH2:6][CH2:7]1.[Na+:34].[OH2:32]>>[ClH:1].[NH:3]1[CH2:4][CH:5]([O:8][N:9]=[C:21]2[CH2:20][CH:19]3[C:18](=[O:30])[CH2:17][CH:16]4[CH:15]5[C:11]([CH3:10])([C:12](=[O:31])[CH2:13][CH2:14]5)[CH2:28][CH2:27][CH:26]4[C:24]3([CH3:25])[CH2:23][CH2:22]2)[CH2:6][CH2:7]1.